describe an organic reaction: reactants, conditions, products, and yield From a dataset of the Open Reaction Database (ORD), a public repository of structured organic reaction records. Reactants: C(O)CN (ethanolamine), C[O-].[Na+] (sodium methoxide), C1=CC=CC=2SC3=CC=CC=C3NC12 (phenothiazine), C(C(=C)C)(=O)OC (methyl methacrylate), CC(C)(C)C1=CC(=CC(=C1O)C(C)(C)C)CCC(=O)OCC(COC(=O)CCC2=CC(=C(C(=C2)C(C)(C)C)O)C(C)(C)C)(COC(=O)CCC3=CC(=C(C(=C3)C(C)(C)C)O)C(C)(C)C)COC(=O)CCC4=CC(=C(C(=C4)C(C)(C)C)O)C(C)(C)C (Irganox 1010), CC(C)(C)C1=CC(=CC(=C1O)C(C)(C)C)CCC(=O)OCC(COC(=O)CCC2=CC(=C(C(=C2)C(C)(C)C)O)C(C)(C)C)(COC(=O)CCC3=CC(=C(C(=C3)C(C)(C)C)O)C(C)(C)C)COC(=O)CCC4=CC(=C(C(=C4)C(C)(C)C)O)C(C)(C)C (Irganox 1010). Run at time 23 hour. Product: OCCNC(C(=C)C)=O (N-(2-hydroxyethyl)methyl acrylamide). Reaction SMILES: [CH2:1]([CH2:3][NH2:4])[OH:2].C[O-].[Na+].C1C2NC3C(=CC=CC=3)SC=2C=CC=1.[C:22](OC)(=[O:26])[C:23]([CH3:25])=[CH2:24].CC(C1C(O)=C(C(C)(C)C)C=C(CCC(OCC(COC(CCC2C=C(C(C)(C)C)C(O)=C(C(C)(C)C)C=2)=O)(COC(CCC2C=C(C(C)(C)C)C(O)=C(C(C)(C)C)C=2)=O)COC(CCC2C=C(C(C)(C)C)C(O)=C(C(C)(C)C)C=2)=O)=O)C=1)(C)C>>[OH:2][CH2:1][CH2:3][NH:4][C:22](=[O:26])[C:23]([CH3:25])=[CH2:24] |f:1.2|. Procedure details: A round-bottom flask with a magnetic stirrer is charged with 61.1 g of ethanolamine, 5.4 g of sodium methoxide and 0.4 g of phenothiazine. The contents are stirred. A mixture of 100.1 g of methyl methacrylate and 0.6 g of Irganox 1010* are added with stirring from a dropping funnel over a period of 90 minutes. The temperature is maintained below 40° C. during the addition. The mixture is left to stand at room temperature for about 23 hours. One gram of Irganox 1010* is added and the mixture is s... Starting materials: CC(=O)O, CCCCC1(C(=O)OCC)CCc2c(cc(F)c(OC)c2Cl)C1=O, Cl. Reaction SMILES: [C:26]([OH:27])(=[O:28])[CH3:29].[CH2:1]([O:2][C:3](=[O:4])[C:6]1([CH2:21][CH2:22][CH2:23][CH3:24])[C:7](=[O:20])[c:8]2[cH:9][c:10]([F:19])[c:11]([O:17][CH3:18])[c:12]([Cl:16])[c:13]2[CH2:14][CH2:15]1)[CH3:5].[ClH:25]>>[CH:6]1([CH2:21][CH2:22][CH2:23][CH3:24])[C:7](=[O:20])[c:8]2[cH:9][c:10]([F:19])[c:11]([O:17][CH3:18])[c:12]([Cl:16])[c:13]2[CH2:14][CH2:15]1. Yields the product CCCCC1CCc2c(cc(F)c(OC)c2Cl)C1=O.